This data is from the Open Reaction Database (ORD), a public repository of structured organic reaction records. The task is: describe an organic reaction: reactants, conditions, products, and yield Starting materials: C(C(=O)OCC)(=O)OCC (diethyl oxalate), [O-]CC.[Na+] (sodium ethoxide), C(CC(=O)[O-])(=O)[O-] (malonate), C(C)OC(=O)C1=CNC2=CC=C(C=C2C1=O)C(C)=O (1,4-dihydro-6-acetyl-4-oxoquinoline-3-carboxylic acid ethyl ester), NC1=CC=CC=C1 (aniline), C(C)OC=C(C(=O)OCC)C(=O)OCC (diethyl ethoxymethylenemalonate), FC1=CC=C(C=C1)CBr (4-fluorophenylmethylbromide). Yields the product C(C)OC(=O)C1=CNC2=CC=C(C=C2C1=O)C(C)=O (1,4-dihydro-6-acetyl-4-oxoquinoline-3-carboxylic acid ethyl ester), C(=O)(O)CCC1=CN(C2=CC=C(C=C2C1=O)C(CC(C(=O)OCC)=O)=O)CC1=CC=C(C=C1)F (4-[3-carboxyethyl-1,4-dihydro-1-(4-fluorophenyl)methyl-4-oxoquinolin-6-yl]-2,4-dioxobutanoic acid, ethyl ester). As a reaction SMILES: NC1C=CC=CC=1.C(OC=[C:12]([C:18](OCC)=O)[C:13]([O:15][CH2:16][CH3:17])=[O:14])C.[C:23]([O-])(=O)[CH2:24][C:25]([O-:27])=[O:26].[CH2:30]([O:32][C:33]([C:35]1[C:44](=[O:45])[C:43]2[C:38](=[CH:39][CH:40]=[C:41]([C:46](=[O:48])[CH3:47])[CH:42]=2)[NH:37][CH:36]=1)=[O:34])[CH3:31].[F:49][C:50]1[CH:55]=[CH:54][C:53]([CH2:56]Br)=[CH:52][CH:51]=1.C(OCC)(=O)C(OCC)=[O:60].[O-]CC.[Na+]>>[CH2:30]([O:32][C:33]([C:35]1[C:44](=[O:45])[C:43]2[C:38](=[CH:39][CH:40]=[C:41]([C:46](=[O:48])[CH3:47])[CH:42]=2)[NH:37][CH:36]=1)=[O:34])[CH3:31].[C:25]([CH2:24][CH2:23][C:35]1[C:44](=[O:45])[C:43]2[C:38](=[CH:39][CH:40]=[C:41]([C:46](=[O:48])[CH2:18][C:12](=[O:60])[C:13]([O:15][CH2:16][CH3:17])=[O:14])[CH:42]=2)[N:37]([CH2:56][C:53]2[CH:54]=[CH:55][C:50]([F:49])=[CH:51][CH:52]=2)[CH:36]=1)([OH:27])=[O:26] |f:6.7|. Procedure details: Scheme 2 below shows an illustrative chemical pathway for the synthesis of the compounds described above in Table 2. The 1,4-dihydro-6-acetyl-4-oxoquinoline-3-carboxylic acid ethyl ester 8 was prepared according to Koga et al., Journal of Medicinal Chemistry 23:1358-1363, 1980, by reacting the appropriate aniline with diethyl ethoxymethylenemalonate followed by thermal cyclization of the malonate derivative obtained. Alkylation of compound 8 with 4-fluorophenylmethylbromide in alkaline medium le...